This data is from the Open Reaction Database (ORD), a public repository of structured organic reaction records. The task is: describe an organic reaction: reactants, conditions, products, and yield Starting materials: [Si](C)(C)(C(C)(C)C)OCCC(O)C1=C(N=C(S1)Cl)Cl (3-((tert-butyldimethylsilyl)oxy)-1-(2,4-dichlorothiazol-5-yl)propan-1-ol), O1CCCC=C1 (3,4-dihydro-2H-pyran), CC1=CC=C(C=C1)S(=O)(=O)[O-].C1=CC=[NH+]C=C1 (PPTS). Solvent: C(Cl)Cl (DCM). Yields the product [Si](C)(C)(C(C)(C)C)OCCC(OC1OCCCC1)C1=C(N=C(S1)Cl)Cl (5-(3-((tert-Butyldimethylsilyl)oxy)-1-((tetrahydro-2H-pyran-2-yl)oxy)propyl)-2,4-dichlorothiazole). RXN SMILES: [Si:1]([O:8][CH2:9][CH2:10][CH:11]([C:13]1[S:17][C:16]([Cl:18])=[N:15][C:14]=1[Cl:19])[OH:12])([C:4]([CH3:7])([CH3:6])[CH3:5])([CH3:3])[CH3:2].[O:20]1[CH:25]=[CH:24][CH2:23][CH2:22][CH2:21]1.CC1C=CC(S([O-])(=O)=O)=CC=1.C1C=C[NH+]=CC=1>C(Cl)Cl>[Si:1]([O:8][CH2:9][CH2:10][CH:11]([C:13]1[S:17][C:16]([Cl:18])=[N:15][C:14]=1[Cl:19])[O:12][CH:21]1[CH2:22][CH2:23][CH2:24][CH2:25][O:20]1)([C:4]([CH3:7])([CH3:5])[CH3:6])([CH3:2])[CH3:3] |f:2.3|. Procedure: A soln. of 3-((tert-butyldimethylsilyl)oxy)-1-(2,4-dichlorothiazol-5-yl)propan-1-ol (6.62 g, 19.3 mmol), 3,4-dihydro-2H-pyran (8.9 mL, 96.7 mmol) and PPTS (0.49 g, 1.93 mmol) in DCM (75 mL) was stirred under reflux for 2 h. Subsequently, the volatiles were removed in vacuo and the residue was purified by means of CC (1-10% EtOAc/Hept) to provide the product as colorless oil as an isomeric mixture. Reactants: CC(C)=CCc1ccc(C(C)O)cc1, CC(C)=O, ClP(Cl)Cl, c1ccncc1. Yields the product CC(C)=CCc1ccc(C(C)Cl)cc1. Reaction SMILES: [CH2:1]([CH:2]=[C:3]([CH3:4])[CH3:5])[c:6]1[cH:7][cH:8][c:9]([CH:12]([CH3:13])[OH:14])[cH:10][cH:11]1.[CH3:19][C:20](=[O:21])[CH3:22].[Cl:15][P:16]([Cl:17])[Cl:18].[cH:23]1[cH:24][cH:25][n:26][cH:27][cH:28]1>>[CH2:1]([CH:2]=[C:3]([CH3:4])[CH3:5])[c:6]1[cH:7][cH:8][c:9]([CH:12]([CH3:13])[Cl:15])[cH:10][cH:11]1. The reactants are FC1=CC=C(C=C1)N1C(=C(C=C1C1=CC=C(C=C1)S(=O)(=O)C)CO)C (1-(4-Fluorophenyl)-3-(1-hydroxyl)methyl-2-methyl-5-(4-methylsulfonylphenyl)pyrrole), CCOC(=O)/N=N/C(=O)OCC (diethylazodicarboxylate), C1(=CC=CC=C1)P(C1=CC=CC=C1)C1=CC=CC=C1 (triphenylphosphine), IC1=CC=C(C=C1)O (4-iodophenol). The solvent is C1CCOC1 (THF), O (water). Yields the product FC1=CC=C(C=C1)N1C(=C(C=C1C1=CC=C(C=C1)S(=O)(=O)C)COC1=CC=C(C=C1)I)C (1-(4-Fluorophenyl)-3-(4-iodophenoxy)methyl-2-methyl-5-(4-methylsulfonylphenyl)pyrrole). RXN SMILES: [F:1][C:2]1[CH:7]=[CH:6][C:5]([N:8]2[C:12]([C:13]3[CH:18]=[CH:17][C:16]([S:19]([CH3:22])(=[O:21])=[O:20])=[CH:15][CH:14]=3)=[CH:11][C:10]([CH2:23][OH:24])=[C:9]2[CH3:25])=[CH:4][CH:3]=1.CCOC(/N=N/C(OCC)=O)=O.C1(P(C2C=CC=CC=2)C2C=CC=CC=2)C=CC=CC=1.[I:57][C:58]1[CH:63]=[CH:62][C:61](O)=[CH:60][CH:59]=1>C1COCC1.O>[F:1][C:2]1[CH:3]=[CH:4][C:5]([N:8]2[C:12]([C:13]3[CH:18]=[CH:17][C:16]([S:19]([CH3:22])(=[O:20])=[O:21])=[CH:15][CH:14]=3)=[CH:11][C:10]([CH2:23][O:24][C:61]3[CH:62]=[CH:63][C:58]([I:57])=[CH:59][CH:60]=3)=[C:9]2[CH3:25])=[CH:6][CH:7]=1. Reported procedure: Compound 6 (from Example A) (1 mmol) is added to a solution of diethylazodicarboxylate (1 mmol), triphenylphosphine (1 mmol) and 4-iodophenol (1 mmol) in dry THF (25 mL). The progress of the reaction is monitored by tlc. When the reaction is complete, water is added and the crude product is extracted in ethyl acetate. The extract is dried and evaporated and the title compound 25 is purified by HPLC.